This data is from the Open Reaction Database (ORD), a public repository of structured organic reaction records. The task is: describe an organic reaction: reactants, conditions, products, and yield The reactants are O (water), C(/C1=CC=CC=C1)=N/O (Z-Benzaldoxime), BrCC(=O)OC(C)(C)C (t-butyl bromoacetate), [Na] (sodium), CC(C)O (2-propanol). Run at time 2 hour. The product is C(C)(C)(C)C([N+](=CC1=CC=CC=C1)[O-])C(=O)O (t-butyl N-benzylideneglycine N-oxide). Reaction SMILES: [CH:1](=[N:8]/[OH:9])/[C:2]1[CH:7]=[CH:6][CH:5]=[CH:4][CH:3]=1.BrCC(O[C:15]([CH3:18])([CH3:17])[CH3:16])=O.[Na].[OH2:20].C[CH:22]([OH:24])[CH3:23]>>[C:15]([CH:23]([C:22]([OH:24])=[O:20])[N+:8]([O-:9])=[CH:1][C:2]1[CH:7]=[CH:6][CH:5]=[CH:4][CH:3]=1)([CH3:18])([CH3:17])[CH3:16] |^1:18|. Reported procedure: Z-Benzaldoxime (5.64 g, 46.61 mmol) and t-butyl bromoacetate (7.58 mL, 10 g, 51.27 mmol) were added successively to a solution of sodium (1.07 g, 0.047 g-atom) in 2-propanol (120 mL). The suspension was stirred for 2 h and then poured into water (100 mL). Extraction with dichloromethane, followed by drying over anhydrous magnesium sulfate and concentration gave a residue which was chromatographed on silica gel. Elution with 60% ethyl acetate-hexanes gave t-butyl N-benzylideneglycine N-oxide.